Dataset: the Open Reaction Database (ORD), a public repository of structured organic reaction records. Task: describe an organic reaction: reactants, conditions, products, and yield The reactants are [N+](=O)([O-])C1=C(C=CC=C1)S(=O)(=O)Cl (o-nitrobenzenesulfonyl chloride), NCCCN1C=NC=C1 (N-(3-aminopropyl)imidazole), C(C)O (ethanol), CC(C)=O (propanone). Run in ClCCl (dichloromethane), N1=CC=CC=C1 (pyridine), C(C)(=O)OCC (ethyl acetate). The product is N1(C=NC=C1)CCCNS(=O)(=O)C1=C(C=CC=C1)[N+](=O)[O-] (N-[(3-Imidazol-1-yl)propyl]-2-nitrobenzenesulfonamide). The yield is 25.5%. Reaction SMILES: [N+:1]([C:4]1[CH:9]=[CH:8][CH:7]=[CH:6][C:5]=1[S:10](Cl)(=[O:12])=[O:11])([O-:3])=[O:2].[NH2:14][CH2:15][CH2:16][CH2:17][N:18]1[CH:22]=[CH:21][N:20]=[CH:19]1.C(O)C.CC(=O)C>ClCCl.N1C=CC=CC=1.C(OCC)(=O)C>[N:18]1([CH2:17][CH2:16][CH2:15][NH:14][S:10]([C:5]2[CH:6]=[CH:7][CH:8]=[CH:9][C:4]=2[N+:1]([O-:3])=[O:2])(=[O:12])=[O:11])[CH:22]=[CH:21][N:20]=[CH:19]1. Reported procedure: A solution of 11.5 g (0.0519 mol) of o-nitrobenzenesulfonyl chloride in approximately 30 ml of dichloromethane was added slowly over several minutes to a cold (0° C.) solution of 5.4 g (0.043 mol) of N-(3-aminopropyl)imidazole in 100 ml pyridine, under nitrogen. The resulting reaction mixture was gradually warmed to room temperature and allowed to react overnight. When the reaction was complete, as determined by thin layer chromatography, the reaction solution was reduced to dryness under reduce...